From a dataset of the Open Reaction Database (ORD), a public repository of structured organic reaction records. describe an organic reaction: reactants, conditions, products, and yield Reactants: C[O-].[Na+] (Sodium methoxide), C(CO)O (ethylene glycol), ClC1=C(CBr)C(=CC=C1)Cl (2,6-dichlorobenzylbromide). Solvent: O (water). Run at temperature 57.5 celsius, time 1.5 hour. Product: ClC1=C(COCCO)C(=CC=C1)Cl (2-(2,6-Dichlorobenzyloxy)ethanol). Reaction SMILES: C[O-].[Na+].[CH2:4]([OH:7])[CH2:5][OH:6].[Cl:8][C:9]1[CH:16]=[CH:15][CH:14]=[C:13]([Cl:17])[C:10]=1[CH2:11]Br>O>[Cl:8][C:9]1[CH:16]=[CH:15][CH:14]=[C:13]([Cl:17])[C:10]=1[CH2:11][O:6][CH2:5][CH2:4][OH:7] |f:0.1|. Procedure: Sodium methoxide (104.4 g, 1.93 mol) was added portionwise to ethylene glycol (3.74 L) under N2, keeping the temperature below 35° C. After 1-2 h, 2,6-dichlorobenzylbromide (400 g, 1.67 mol) was added and the mixture heated to 55-60° C. for 1 h. On cooling to 20° C. water (2.14 L) was added and the mixture extracted with ethyl acetate (2.14 L). The aqueous layer was separated and extracted twice with ethyl acetate (2.14 L, 1.28 L). The combined organic extracts were washed with water (2.14 L) th... Reactants: C[Si](C)(C)C#C (trimethylsilylacetylene), C(C)OC(C=[N+]=[N-])=O (ethyldiazoacetate). The solvent is hexanes. Reaction conditions: temperature 95 celsius. Yields the product C[Si](C1=NNC(=C1)C(=O)OCC)(C)C (Ethyl 3-(trimethylsilyl)-1H-pyrazole-5-carboxylate). RXN SMILES: [CH3:1][Si:2]([C:5]#[CH:6])([CH3:4])[CH3:3].[CH2:7]([O:9][C:10](=[O:14])[CH:11]=[N+:12]=[N-:13])[CH3:8]>>[CH3:1][Si:2]([CH3:4])([CH3:3])[C:5]1[CH:6]=[C:11]([C:10]([O:9][CH2:7][CH3:8])=[O:14])[NH:12][N:13]=1. Procedure details: To a flame dried sealed tube equipped with a stir bar that was cooled under argon was added trimethylsilylacetylene (1.0 mL, 9.56 mmol) and ethyldiazoacetate (1.5 mL, 9.6 mmol). The tube was then sealed and heated to 95° C. over night. The next day the reaction was cooled to room temperature and the resulting mixture diluted with hexanes. It was then filtered. The precipitate was then washed with hexanes twice. It was then used without any further purification. The reactants are COC=1C=C2C=C(NC2=CC1)C(=O)N1CC2=CC(=CC=C2CC1)C(=O)NOC1OCCCC1 (2-[(5-methoxy-1H-indol-2-yl)carbonyl]-N-(tetrahydro-2H-pyran-2-yloxy)-1,2,3,4-tetrahydroisoquinoline-7-carboxamide). Run in CO (methanol), Cl (hydrochloric acid). Run at time 8 hour. The product is ONC(=O)C1=CC=C2CCN(CC2=C1)C(=O)C=1NC2=CC=C(C=C2C1)OC (N-Hydroxy-2-[(5-methoxy-1H-indol-2-yl)carbonyl]-1,2,3,4-tetrahydroisoquinoline-7-carboxamide). The yield is 25.6%. As a reaction SMILES: [CH3:1][O:2][C:3]1[CH:4]=[C:5]2[C:9](=[CH:10][CH:11]=1)[NH:8][C:7]([C:12]([N:14]1[CH2:23][CH2:22][C:21]3[C:16](=[CH:17][C:18]([C:24]([NH:26][O:27]C4CCCCO4)=[O:25])=[CH:19][CH:20]=3)[CH2:15]1)=[O:13])=[CH:6]2>CO.Cl>[OH:27][NH:26][C:24]([C:18]1[CH:17]=[C:16]2[C:21]([CH2:22][CH2:23][N:14]([C:12]([C:7]3[NH:8][C:9]4[C:5]([CH:6]=3)=[CH:4][C:3]([O:2][CH3:1])=[CH:11][CH:10]=4)=[O:13])[CH2:15]2)=[CH:20][CH:19]=1)=[O:25]. Procedure: A mixture of 207 mg 2-[(5-methoxy-1H-indol-2-yl)carbonyl]-N-(tetrahydro-2H-pyran-2-yloxy)-1,2,3,4-tetrahydroisoquinoline-7-carboxamide in 6 ml methanol and 6 ml 0.1 N aqueous hydrochloric acid is stirred overnight at ambient temperature. Subsequently, the reaction mixture is evaporated. The residue is treated with 10 ml methanol at 60° C. for 1 h. The resulting solid is collected and dried. 43 mg of the title compound are obtained as colorless solid. MH+=365.0 Starting materials: CCCCCCN, CCCCCCCCC(Br)C(=O)Nc1c(SC)ccc2ncccc12, CCOC(C)=O, CCCCCC. Yields the product CCCCCCCCC(NCCCCCC)C(=O)Nc1c(SC)ccc2ncccc12. RXN SMILES: [CH2:26]([CH2:27][CH2:28][CH2:29][CH2:30][CH3:31])[NH2:32].[CH3:1][S:2][c:3]1[c:4]([NH:13][C:14]([CH:15]([CH2:16][CH2:17][CH2:18][CH2:19][CH2:20][CH2:21][CH2:22][CH3:23])[Br:24])=[O:25])[c:5]2[cH:6][cH:7][cH:8][n:9][c:10]2[cH:11][cH:12]1.[CH3:33][CH2:34][O:35][C:36](=[O:37])[CH3:38].[CH3:39][CH2:40][CH2:41][CH2:42][CH2:43][CH3:44]>>[CH3:1][S:2][c:3]1[c:4]([NH:13][C:14]([CH:15]([CH2:16][CH2:17][CH2:18][CH2:19][CH2:20][CH2:21][CH2:22][CH3:23])[NH:32][CH2:26][CH2:27][CH2:28][CH2:29][CH2:30][CH3:31])=[O:25])[c:5]2[cH:6][cH:7][cH:8][n:9][c:10]2[cH:11][cH:12]1. Reactants: ClCC1=CC=C(CN2C(CCC3=C(C=CC=C23)C2OCCO2)=O)C=C1 (1-(4-Chloromethylbenzyl)-5-(1,3-dioxolan-2-yl)-3,4-dihydro-1H-quinolin-2-one), CNC1=CC=CC=C1 (N-methylaniline), C([O-])([O-])=O.[K+].[K+] (potassium carbonate), C(C)#N (acetonitrile). The solvent is ClCCl (dichloromethane), O (water). Product: O1C(OCC1)C1=C2CCC(N(C2=CC=C1)CC1=CC=C(C=C1)CN(C1=CC=CC=C1)C)=O (5-(1,3-dioxolan-2-yl)-1-(4-[(N-methyl-N-phenylamino)methyl]benzyl)-3,4-dihydro-1H-quinolin-2-one). The yield is 66.7%. As a reaction SMILES: Cl[CH2:2][C:3]1[CH:25]=[CH:24][C:6]([CH2:7][N:8]2[C:17]3[C:12](=[C:13]([CH:18]4[O:22][CH2:21][CH2:20][O:19]4)[CH:14]=[CH:15][CH:16]=3)[CH2:11][CH2:10][C:9]2=[O:23])=[CH:5][CH:4]=1.[CH3:26][NH:27][C:28]1[CH:33]=[CH:32][CH:31]=[CH:30][CH:29]=1.C(=O)([O-])[O-].[K+].[K+].C(#N)C>ClCCl.O>[O:19]1[CH2:20][CH2:21][O:22][CH:18]1[C:13]1[CH:14]=[CH:15][CH:16]=[C:17]2[C:12]=1[CH2:11][CH2:10][C:9](=[O:23])[N:8]2[CH2:7][C:6]1[CH:24]=[CH:25][C:3]([CH2:2][N:27]([CH3:26])[C:28]2[CH:33]=[CH:32][CH:31]=[CH:30][CH:29]=2)=[CH:4][CH:5]=1 |f:2.3.4|. Reported procedure: 1-(4-Chloromethylbenzyl)-5-(1,3-dioxolan-2-yl)-3,4-dihydro-1H-quinolin-2-one (100 mg, 0.28 mmol), N-methylaniline (0.045 ml, 0.42 mmol) and potassium carbonate (57.9 mg, 0.42 mmol) were added to acetonitrile (1 ml), followed by heating under reflux for 4 hours. After cooling to room temperature, water was added to the reaction mixture, and extraction with dichloromethane was performed. The organic layer was washed with water and a saturated sodium chloride solution, and dried over anhydrous sodi... The reactants are ClC1=C(C=C(C=C1)Cl)[N+](=O)[O-] (2,5-dichloronitrobenzene), C1(CCCCC1)N (cyclohexylamine), C([O-])([O-])=O.[K+].[K+] (potassium carbonate), O (water). The reagents and catalysts are C1COCCOCCOCCOCCOCCO1 (18-crown-6). The solvent is CN(C=O)C (dimethylformamide). Yields the product ClC1=CC(=C(NC2CCCCC2)C=C1)[N+](=O)[O-] (4-Chloro-N-cyclohexyl-2-nitroaniline). Isolated yield 61.5%. As a reaction SMILES: Cl[C:2]1[CH:7]=[CH:6][C:5]([Cl:8])=[CH:4][C:3]=1[N+:9]([O-:11])=[O:10].[CH:12]1([NH2:18])[CH2:17][CH2:16][CH2:15][CH2:14][CH2:13]1.C(=O)([O-])[O-].[K+].[K+].O>CN(C)C=O.C1OCCOCCOCCOCCOCCOC1>[Cl:8][C:5]1[CH:6]=[CH:7][C:2]([NH:18][CH:12]2[CH2:17][CH2:16][CH2:15][CH2:14][CH2:13]2)=[C:3]([N+:9]([O-:11])=[O:10])[CH:4]=1 |f:2.3.4|. Procedure details: 51.5 g (0.27 mol) of 2,5-dichloronitrobenzene, 22.3 g (0.27 mol) of cyclohexylamine, 74.6 g (0.54 mol) of potassium carbonate and 0.5 g of 18-crown-6 in 300 ml of dimethylformamide were heated at 100° C. for 4 h. The mixture was then poured into water and extracted with ethyl acetate. The organic phase was dried and concentrated under reduced pressure. The residue was recrystallized from i-propanol, resulting in 42.3 g (62%) of the product. Melting point 101°-103° C. The reactants are CC(C)(C)C(=O)Oc2ccc1ccccc1c2 (substrate), CC(C)CC(=O)c1ccccc1 (effective_coupling_partner). The reagents and catalysts are dcypt. Reaction conditions: temperature 150 celsius, time 24 hour. Yields the product CC(C)C(C(=O)c1ccccc1)c3ccc2ccccc2c3.